From a dataset of the Open Reaction Database (ORD), a public repository of structured organic reaction records. describe an organic reaction: reactants, conditions, products, and yield The reactants are CO, [K+], [OH-], CC(=O)N(C)c1ccc(Nc2nc(Nc3ccc4cn[nH]c4c3)c3ccn(S(=O)(=O)c4ccc(C)cc4)c3n2)cc1. Product: CC(=O)N(C)c1ccc(Nc2nc(Nc3ccc4cn[nH]c4c3)c3cc[nH]c3n2)cc1. As a reaction SMILES: [CH3:44][OH:45].[K+:43].[OH-:42].[nH:1]1[n:2][cH:3][c:4]2[cH:5][cH:6][c:7]([NH:10][c:11]3[c:12]4[c:13]([n:14][c:15]([NH:17][c:18]5[cH:19][cH:20][c:21]([N:24]([C:25]([CH3:26])=[O:27])[CH3:28])[cH:22][cH:23]5)[n:16]3)[n:29]([S:32]([c:33]3[cH:34][cH:35][c:36]([CH3:37])[cH:38][cH:39]3)(=[O:40])=[O:41])[cH:30][cH:31]4)[cH:8][c:9]12>>[nH:1]1[n:2][cH:3][c:4]2[cH:5][cH:6][c:7]([NH:10][c:11]3[c:12]4[c:13]([n:14][c:15]([NH:17][c:18]5[cH:19][cH:20][c:21]([N:24]([C:25]([CH3:26])=[O:27])[CH3:28])[cH:22][cH:23]5)[n:16]3)[nH:29][cH:30][cH:31]4)[cH:8][c:9]12. Starting materials: CS(C)=O, CO, CN1CCc2cccc([N+](=O)[O-])c2C1=O, [H][H]. The product is CN1CCc2cccc(N)c2C1=O. RXN SMILES: [CH3:1][S:2]([CH3:3])=[O:4].[CH3:22][OH:23].[CH3:5][N:6]1[C:7](=[O:19])[c:8]2[c:9]([N+:16]([O-:17])=[O:18])[cH:10][cH:11][cH:12][c:13]2[CH2:14][CH2:15]1.[H:20][H:21]>>[CH3:5][N:6]1[C:7](=[O:19])[c:8]2[c:9]([NH2:16])[cH:10][cH:11][cH:12][c:13]2[CH2:14][CH2:15]1.